Dataset: the Open Reaction Database (ORD), a public repository of structured organic reaction records. Task: describe an organic reaction: reactants, conditions, products, and yield Reactants: ClC=1C=C2C(=C(C(C(C2=CC1)(C)C1=CC=C(C=C1)Cl)=O)C(=O)OCC)O (ethyl 6-chloro-1-(4-chlorophenyl)-4-hydroxy-1-methyl-2-oxo-naphthalene-3-carboxylate), Cl.C(C)(C)(C)OC(CN)=O (glycine tert-butyl ester hydrochloride), CCN(C(C)C)C(C)C (DIPEA). Solvent: O1CCOCC1 (1,4-dioxane), O (water). Reaction conditions: temperature 120 celsius, time 3 hour. The product is ClC=1C=C2C(=C(C(C(C2=CC1)(C)C1=CC=C(C=C1)Cl)=O)C(=O)NCC(=O)OC(C)(C)C)O (1,1-Dimethylethyl N-((6-chloro-1-(4-chlorophenyl)-4-hydroxy-1-methyl-2-oxo-naphthalen-3-yl)carbonyl)glycinate). The yield is 73.1%. RXN SMILES: [Cl:1][C:2]1[CH:3]=[C:4]2[C:9](=[CH:10][CH:11]=1)[C:8]([C:13]1[CH:18]=[CH:17][C:16]([Cl:19])=[CH:15][CH:14]=1)([CH3:12])[C:7](=[O:20])[C:6]([C:21](OCC)=[O:22])=[C:5]2[OH:26].Cl.[C:28]([O:32][C:33](=[O:36])[CH2:34][NH2:35])([CH3:31])([CH3:30])[CH3:29].CCN(C(C)C)C(C)C>O1CCOCC1.O>[Cl:19][C:16]1[CH:15]=[C:14]2[C:13](=[CH:18][CH:17]=1)[C:8]([C:9]1[CH:10]=[CH:11][C:2]([Cl:1])=[CH:3][CH:4]=1)([CH3:12])[C:7](=[O:20])[C:6]([C:5]([NH:35][CH2:34][C:33]([O:32][C:28]([CH3:31])([CH3:30])[CH3:29])=[O:36])=[O:26])=[C:21]2[OH:22] |f:1.2|. Procedure: A solution of ethyl 6-chloro-1-(4-chlorophenyl)-4-hydroxy-1-methyl-2-oxo-naphthalene-3-carboxylate (0.998 g, 2.55 mmol), glycine tert-butyl ester hydrochloride (0.513 g, 3.06 mmol), and DIPEA (0.889 mL, 5.10 mmol) in 1,4-dioxane (15 mL) in a 75 mL sealed vessel was stirred at 120° C. for 3 hours. The solution was diluted with deionized water (75 mL) and extracted with DCM (2×50 mL). The combined organic layers were then washed with brine (50 mL), dried over MgSO4, and concentrated in vacuo to gi...